From a dataset of the Open Reaction Database (ORD), a public repository of structured organic reaction records. describe an organic reaction: reactants, conditions, products, and yield Reactants: P(Br)(Br)Br (phosphorus tribromide), C1OC=2C=C(CC3=CC=C(CO)O3)C=CC2O1 (5-(3,4-methylenedioxybenzyl)furfuryl alcohol), [OH-].[Na+] (sodium hydroxide). Run in CCOCC (ether), CCOCC (ether). Conditions: time 1 hour. Yields the product C1OC=2C=C(CC3=CC=C(CBr)O3)C=CC2O1 (5-(3,4-Methylenedioxybenzyl)furfuryl bromide). As a reaction SMILES: P(Br)(Br)[Br:2].[CH2:5]1[O:21][C:20]2[CH:19]=[CH:18][C:9]([CH2:10][C:11]3[O:17][C:14]([CH2:15]O)=[CH:13][CH:12]=3)=[CH:8][C:7]=2[O:6]1.[OH-].[Na+]>CCOCC>[CH2:5]1[O:21][C:20]2[CH:19]=[CH:18][C:9]([CH2:10][C:11]3[O:17][C:14]([CH2:15][Br:2])=[CH:13][CH:12]=3)=[CH:8][C:7]=2[O:6]1 |f:2.3|. Procedure: A solution of 6.6 g. of phosphorus tribromide in 50 ml. of ether was added dropwise to a solution of 15 g. of 5-(3,4-methylenedioxybenzyl)furfuryl alcohol in 150 ml. of ether held at 0° C. After the addition was completed, the mixture was stirred for one hour at room temperature and then shaken with 20 ml. of 50% aqueous sodium hydroxide for 15 minutes. The organic layer was separated, washed with water, dried over potassium hydroxide and concentrated. The resulting product was used directly in ... The reactants are C(C)(=O)[O-].[La+3].C(C)(=O)[O-].C(C)(=O)[O-] (lanthanum acetate), C(C)C(C(=O)O)CCCC (2-ethylhexanoic acid). Product: [La] (lanthanum), C(C)C(C(=O)[O-])CCCC.[La+3].C(C)C(C(=O)[O-])CCCC.C(C)C(C(=O)[O-])CCCC (lanthanum 2 -ethylhexanoate). RXN SMILES: C([O-])(=O)C.[La+3:5].C([O-])(=O)C.C([O-])(=O)C.[CH2:14]([CH:16]([CH2:20][CH2:21][CH2:22][CH3:23])[C:17]([OH:19])=[O:18])[CH3:15]>>[La:5].[CH2:14]([CH:16]([CH2:20][CH2:21][CH2:22][CH3:23])[C:17]([O-:19])=[O:18])[CH3:15].[La+3:5].[CH2:14]([CH:16]([CH2:20][CH2:21][CH2:22][CH3:23])[C:17]([O-:19])=[O:18])[CH3:15].[CH2:14]([CH:16]([CH2:20][CH2:21][CH2:22][CH3:23])[C:17]([O-:19])=[O:18])[CH3:15] |f:0.1.2.3,6.7.8.9|. Procedure details: A lanthanum precursor composition was prepared by transcarboxylating 2 grams of lanthanum acetate (40.5% by wt. La) with 8 grams of 2-ethylhexanoic acid to produce lanthanum 2 -ethylhexanoate. Starting materials: C(C)OC(=O)C1=CC=CC=2N1C=CN2 (5-ethoxycarbonylimidazo[1,2-a]pyridine), ClC(C(=O)Cl)(Cl)Cl (trichloroacetyl chloride). The reagents and catalysts are CN(C1=CC=NC=C1)C (4-dimethylaminopyridine). Product: C(C)OC(=O)C1=CC=CC=2N1C(=CN2)C(C(Cl)(Cl)Cl)=O (5-Ethoxycarbonyl-3-trichloroacetylimidazo[1,2-a]pyridine). Yield: 74.2%. RXN SMILES: [CH2:1]([O:3][C:4]([C:6]1[N:11]2[CH:12]=[CH:13][N:14]=[C:10]2[CH:9]=[CH:8][CH:7]=1)=[O:5])[CH3:2].[Cl:15][C:16]([Cl:21])([Cl:20])[C:17](Cl)=[O:18]>CN(C)C1C=CN=CC=1>[CH2:1]([O:3][C:4]([C:6]1[N:11]2[C:12]([C:17](=[O:18])[C:16]([Cl:21])([Cl:20])[Cl:15])=[CH:13][N:14]=[C:10]2[CH:9]=[CH:8][CH:7]=1)=[O:5])[CH3:2]. Reported procedure: To a solution of 25.22 g (0.133 mol) of 5-ethoxycarbonylimidazo[1,2-a]pyridine and 48.60 g (0.398 mol) of 4-dimethylaminopyridine was added dropwise 72.33 g (0.398 mol) of trichloroacetyl chloride. The mixture was heated for 63 hours under reflux. After cooling, the reaction mixture was washed with an aqueous solution of sodium hydrogencarbonate, dried over anhydrous magnesium sulfate. The solvent was distilled off, and the residue was purified by column chromatography (eluent: ethyl acetate/n-h... The reactants are Cl (hydrochloric acid), [OH-].[K+] (potassium hydroxide), C(C)(=O)OC(C)=O (acetic anhydride), OC=1C=C2C=CC(=CC2=CC1)C(=O)O (6-hydroxy-2-naphthoic acid). The solvent is O (water). Run at temperature 0 celsius, time 2 hour. Yields the product C(C)(=O)OC=1C=C2C=CC(=CC2=CC1)C(=O)O (6-acetoxy-2-naphthoic acid). Yield: 74.8%. RXN SMILES: [OH-].[K+].[OH:3][C:4]1[CH:5]=[C:6]2[C:11](=[CH:12][CH:13]=1)[CH:10]=[C:9]([C:14]([OH:16])=[O:15])[CH:8]=[CH:7]2.[C:17](OC(=O)C)(=[O:19])[CH3:18].Cl>O>[C:17]([O:3][C:4]1[CH:5]=[C:6]2[C:11](=[CH:12][CH:13]=1)[CH:10]=[C:9]([C:14]([OH:16])=[O:15])[CH:8]=[CH:7]2)(=[O:19])[CH3:18] |f:0.1|. Procedure: In a 100 ml-reaction vessel, 16.7 g (2.53×10-1M) of potassium hydroxide and 85 ml of water were placed, followed by cooling to 0° C. To the mixture, 20.0 g (1.06×10-1M) of 6-hydroxy-2-naphthoic acid was added and dissolved therein. To the solution, 10.9 g (1.07×10-1M) of acetic anhydride was added dropwise in 40 minutes at 0° C. followed by stirring for 2 hours. After stirring, the reaction mixture was acidified with 6N-hydrochloric acid to precipitate a crystal. The crystal was recovered by fil... Reactants: CN(C(=O)Cl)c1ccccc1, O=[N+]([O-])c1ccc(Oc2ccc(O)cc2)cc1. Product: CN(C(=O)Oc1ccc(Oc2ccc([N+](=O)[O-])cc2)cc1)c1ccccc1. Reaction SMILES: [CH3:18][N:19]([C:20](=[O:21])[Cl:22])[c:23]1[cH:24][cH:25][cH:26][cH:27][cH:28]1.[N+:1](=[O:2])([O-:3])[c:4]1[cH:5][cH:6][c:7]([O:8][c:9]2[cH:10][cH:11][c:12]([OH:15])[cH:13][cH:14]2)[cH:16][cH:17]1>>[N+:1](=[O:2])([O-:3])[c:4]1[cH:5][cH:6][c:7]([O:8][c:9]2[cH:10][cH:11][c:12]([O:15][C:20]([N:19]([CH3:18])[c:23]3[cH:24][cH:25][cH:26][cH:27][cH:28]3)=[O:21])[cH:13][cH:14]2)[cH:16][cH:17]1. Reactants: BrC1=CC=CC2=C1C(N1[C@H](C=3N2C=NC3C(=O)O)CCC1)=O ((S)-8-bromo-11,12,13,13a-tetrahydro-9-oxo-9H-imidazo[1,5-a]pyrrolo[2,1-c][1,4]benzodiazepine-1-carboxylic acid), O (water). The solvent is CN(C=O)C (N,N-dimethylformamide). Conditions: time 30 minute. The product is BrC1=CC=CC2=C1CN1[C@H](C3N2C=NC3=O)CCC1 ((S)-8-bromo-11,12,13,13a-tetrahydro-9H-imidazo[1,5-a]pyrrolo[2,1-c][1,4]benzodiazepine-one). RXN SMILES: [Br:1][C:2]1[C:7]2[C:8](=O)[N:9]3[CH2:21][CH2:20][CH2:19][C@H:10]3[C:11]3[N:12]([CH:13]=[N:14][C:15]=3C(O)=O)[C:6]=2[CH:5]=[CH:4][CH:3]=1.[OH2:23]>CN(C)C=O>[Br:1][C:2]1[C:7]2[CH2:8][N:9]3[CH2:21][CH2:20][CH2:19][C@H:10]3[CH:11]3[C:15](=[O:23])[N:14]=[CH:13][N:12]3[C:6]=2[CH:5]=[CH:4][CH:3]=1. Procedure: 109.03 g (300 mmol) of (S)-8-bromo-11,12,13,13a-tetrahydro-9-oxo-9H-imidazo[1,5-a]pyrrolo[2,1-c][1,4]benzodiazepine-1-carboxylic acid was decarboxylated at 290°. The melt was dissolved in about 400 ml of N,N-dimethylformamide and the solution was poured into 2.5 l of water. After stirring for 30 minutes the precipitated product was filtered off, rinsed with water and dried. There was obtained (S)-8-bromo-11,12,13,13a-tetrahydro-9H-imidazo[1,5-a]pyrrolo[2,1-c][1,4]benzodiazepine-one of melting po...